From a dataset of the Open Reaction Database (ORD), a public repository of structured organic reaction records. describe an organic reaction: reactants, conditions, products, and yield RXN SMILES: N[C:2]1[CH:3]=[C:4]([CH:8]=[C:9]([N+:11]([O-:13])=[O:12])[CH:10]=1)[C:5]([OH:7])=[O:6].N([O-])=O.[Na+].O.[BrH:19]>>[Br:19][C:2]1[CH:3]=[C:4]([CH:8]=[C:9]([N+:11]([O-:13])=[O:12])[CH:10]=1)[C:5]([OH:7])=[O:6] |f:1.2|. Procedure: To a mixture of 3-amino-5-nitro-benzoic acid (8.0 g) in 48% aqueous HBr (90 ml) at 0° C. was added sodium nitrite (4.0 g) over 15 minutes. The resulting solution of diazonium salt was added to CuBr (4.0 g) in 48% HBr (10 ml) at 60–70° C. at such a rate to maintain the temperature at 60–70° C. After completion of the addition, the mixture was warmed to 70° C. for 45 minutes. The mixture was cooled to room temperature, water (500 ml) was added and the product was extracted into ether (3×). The com... Starting materials: diazonium salt, CuBr, Br (HBr), O (water), NC=1C=C(C(=O)O)C=C(C1)[N+](=O)[O-] (3-amino-5-nitro-benzoic acid), Br (HBr), N(=O)[O-].[Na+] (sodium nitrite). The product is BrC=1C=C(C(=O)O)C=C(C1)[N+](=O)[O-] (3-Bromo-5-nitro-benzoic acid). Reaction conditions: temperature 70 celsius. Reactants: C(C)(C)(C)C1CCC(CC1)OC=1C=C2C=CC(=NC2=CC1)C(C)(C)NS(=O)C(C)(C)C (2-Methyl-propane-2-sulfinic acid {1-[6-(4-tert-butyl-cyclohexyloxy)-quinolin-2-yl]-1-methyl-ethyl}-amide), CO (Methanol), Cl (Hydrogen chloride), O1CCOCC1 (1,4-Dioxane). Reaction conditions: time 8 hour. The product is C(C)(C)(C)[C@@H]1CC[C@H](CC1)OC=1C=C2C=CC(=NC2=CC1)C(C)(C)N (2-(6-((trans)-4-tert-butylcyclohexyloxy)quinolin-2-yl)propan-2-amine). RXN SMILES: [C:1]([CH:5]1[CH2:10][CH2:9][CH:8]([O:11][C:12]2[CH:13]=[C:14]3[C:19](=[CH:20][CH:21]=2)[N:18]=[C:17]([C:22]([NH:25]S(C(C)(C)C)=O)([CH3:24])[CH3:23])[CH:16]=[CH:15]3)[CH2:7][CH2:6]1)([CH3:4])([CH3:3])[CH3:2].CO.Cl.O1CCOCC1>>[C:1]([C@H:5]1[CH2:10][CH2:9][C@H:8]([O:11][C:12]2[CH:13]=[C:14]3[C:19](=[CH:20][CH:21]=2)[N:18]=[C:17]([C:22]([NH2:25])([CH3:24])[CH3:23])[CH:16]=[CH:15]3)[CH2:7][CH2:6]1)([CH3:4])([CH3:2])[CH3:3]. Procedure details: 2-Methyl-propane-2-sulfinic acid {1-[6-(4-tert-butyl-cyclohexyloxy)-quinolin-2-yl]-1-methyl-ethyl}-amide (76.3 mg, 0.172 mmol) in Methanol (1.9 mL, 48 mmol) was added 4.0 M of Hydrogen chloride in 1,4-Dioxane (0.97 mL, 3.9 mmol) and was stirred overnight. After removal of solvent, the residue was dissolved in DMSO, then HPLC give product as a gel (53 mg, 91%). LCMS Rf=1.58 min m/z 341.20 ([M+1], 100%). 1H NMR (400 MHz, CHLOROFORM-d) Shift=8.22 (d, J=8.4 Hz, 1H), 8.00 (d, J=9.2 Hz, 1H), 7.48 (d, ... Starting materials: FC(C(=O)O)(F)F.ClC=1C=NC=2NC=3C=CC=C(CCC4=C(C=CC(NC1N2)=C4)OCC(N4CCNCC4)=O)C3 (6-Chloro-12-(2-oxo-2-piperazin-1-ylethoxy)-2,4,8,22-tetraazatetracyclo[14.3.1.1(3,7).1(9,13)]docosa-1(20),3(22),4,6,9(21),10,12,16,18-nonaene trifluoroacetate), C(C)(C)N(C(C)C)CC (N,N-diisopropylethylamine), C(C)(=O)Cl (acetyl chloride). The solvent is CN(C=O)C (N,N-dimethylformamide). Product: FC(C(=O)O)(F)F.C(C)(=O)N1CCN(CC1)C(COC=1C=CC=2NC3=C(C=NC(NC=4C=CC=C(CCC1C2)C4)=N3)Cl)=O (12-[2-(4-Acetylpiperazin-1-yl)-2-oxoethoxy]-6-chloro-2,4,8,22-tetraazatetracyclo[14.3.1.1(3,7).1(9,13)]docosa-1(20),3(22),4,6,9(21),10,12,16,18-nonaene trifluoroacetate). Isolated yield 46.0%. Reaction SMILES: [F:1][C:2]([F:7])([F:6])[C:3]([OH:5])=[O:4].[Cl:8][C:9]1[CH:10]=[N:11][C:12]2[NH:13][C:14]3[CH:15]=[CH:16][CH:17]=[C:18]([CH:40]=3)[CH2:19][CH2:20][C:21]3[CH:29]=[C:25]([NH:26][C:27]=1[N:28]=2)[CH:24]=[CH:23][C:22]=3[O:30][CH2:31][C:32](=[O:39])[N:33]1[CH2:38][CH2:37][NH:36][CH2:35][CH2:34]1.C(N(CC)C(C)C)(C)C.[C:50](Cl)(=[O:52])[CH3:51]>CN(C)C=O>[F:1][C:2]([F:7])([F:6])[C:3]([OH:5])=[O:4].[C:50]([N:36]1[CH2:37][CH2:38][N:33]([C:32](=[O:39])[CH2:31][O:30][C:22]2[CH:23]=[CH:24][C:25]3[NH:26][C:27]4[N:28]=[C:12]([NH:13][C:14]5[CH:15]=[CH:16][CH:17]=[C:18]([CH:40]=5)[CH2:19][CH2:20][C:21]=2[CH:29]=3)[N:11]=[CH:10][C:9]=4[Cl:8])[CH2:34][CH2:35]1)(=[O:52])[CH3:51] |f:0.1,5.6|. Reported procedure: 6-Chloro-12-(2-oxo-2-piperazin-1-ylethoxy)-2,4,8,22-tetraazatetracyclo[14.3.1.1(3,7).1(9,13)]docosa-1(20),3(22),4,6,9(21),10,12,16,18-nonaene trifluoroacetate (11.1 mg, 0.019 mmol) was stirred in N,N-dimethylformamide (1.0 mL) with N,N-diisopropylethylamine (17 μL, 0.096 mmol), and acetyl chloride (1.5 μL, 0.021 mmol) was added. Purification by preparative LCMS (pH 2) gave the desired compound (46%). LCMS for C26H28ClN6O3 (M+H)+: m/z=507.2. The reactants are BrCC1=CC(=CC=C1)CBr (1,3-bis(bromomethyl) benzene), BrCC1=C(C=CC=C1)CBr (1,2-bis(bromomethyl)benzene), BrC\C=C\CBr ((E)-1,4-dibromobut-2-ene), C(C)#N (acetonitrile), BrCC1=NC(=CC=C1)CBr (2,6-bis(bromomethyl)pyridine), peptide, C([O-])(O)=O.[NH4+] (ammonium bicarbonate), peptide, BrCC1=CC=C(C=C1)CBr (1,4-bis(bromomethyl)benzene). The solvent is O (water). Run at time 2 hour. Product: BrC=1C(=C(C(=CC1)C)C)Br (Dibromoxylene). As a reaction SMILES: C(=O)(O)[O-].[NH4+].[Br:6][CH2:7][C:8]1C=[CH:12][CH:11]=[C:10](CBr)[CH:9]=1.[Br:16]CC1C=CC=CC=1CBr.BrCC1C=CC(CBr)=CC=1.BrCC1C=CC=C(CBr)N=1.BrC/C=C/CBr.[C:52](#N)[CH3:53]>O>[Br:16][C:8]1[C:7]([Br:6])=[C:52]([CH3:53])[C:11]([CH3:12])=[CH:10][CH:9]=1 |f:0.1|. Procedure details: A 100 mL flask is charged with acetonitrile (12 mL) and water (24 mL) and is degassed with argon for about 5 min. Linear peptide (0.01 mmole) and 200 mM ammonium bicarbonate (6 mL) are added followed by at least one peptide (0.012 mmole) such as, but not limited to, 1,3-bis(bromomethyl) benzene, 1,2-bis(bromomethyl)benzene, 1,4-bis(bromomethyl)benzene, 2,6-bis(bromomethyl)pyridine, (E)-1,4-dibromobut-2-ene. The reaction mixture is stirred under argon at room temperature for approximately 2 hours...